This data is from the Open Reaction Database (ORD), a public repository of structured organic reaction records. The task is: describe an organic reaction: reactants, conditions, products, and yield Reactants: CCOC(C)=O, OCCOC1CCCCC1, ClCCl, O=C(O)COc1ncc(C(=O)Nc2ccc(F)cc2)cn1. Product: O=C(COc1ncc(C(=O)Nc2ccc(F)cc2)cn1)OCCOC1CCCCC1. Reaction SMILES: [CH3:32][CH2:33][O:34][C:35](=[O:36])[CH3:37].[CH:22]1([O:28][CH2:29][CH2:30][OH:31])[CH2:23][CH2:24][CH2:25][CH2:26][CH2:27]1.[Cl:38][CH2:39][Cl:40].[F:1][c:2]1[cH:3][cH:4][c:5]([NH:8][C:9](=[O:10])[c:11]2[cH:12][n:13][c:14]([O:17][CH2:18][C:19](=[O:20])[OH:21])[n:15][cH:16]2)[cH:6][cH:7]1>>[F:1][c:2]1[cH:3][cH:4][c:5]([NH:8][C:9](=[O:10])[c:11]2[cH:12][n:13][c:14]([O:17][CH2:18][C:19]([O:20][CH2:30][CH2:29][O:28][CH:22]3[CH2:23][CH2:24][CH2:25][CH2:26][CH2:27]3)=[O:21])[n:15][cH:16]2)[cH:6][cH:7]1. The reactants are [O-]CC.[Na+] (sodium ethoxide), FC1=C(C(=CC(=C1)OC)F)CC#N (2,6-difluoro-4-methoxybenzeneacetonitrile), FC1=C(C(=CC(=C1)OC)F)CC#N (2,6-Difluoro-4-methoxybenzeneacetonitrile), O (water). Product: C(C)(=O)C(C#N)C1=C(C=C(C=C1F)OC)F (α-Acetyl-2,6-difluoro-4-methoxybenzeneacetonitrile). Conditions: temperature 50 celsius. RXN SMILES: [O-:1][CH2:2][CH3:3].[Na+].[F:5][C:6]1[CH:11]=[C:10]([O:12][CH3:13])[CH:9]=[C:8]([F:14])[C:7]=1[CH2:15][C:16]#[N:17].O>C1(C)C(C)=CC=CC=1.C(O)C.C(OCC)(=O)C>[C:2]([CH:15]([C:7]1[C:8]([F:14])=[CH:9][C:10]([O:12][CH3:13])=[CH:11][C:6]=1[F:5])[C:16]#[N:17])(=[O:1])[CH3:3] |f:0.1|. Solvent: C=1(C(=CC=CC1)C)C (xylene), C(C)O (ethanol), C(C)(=O)OCC (ethyl acetate). Reported procedure: Solid sodium ethoxide (4.7 g, 66 mmol) was stirred in a mixture of xylene (20 mL) and ethanol (10 mL) and heated to 50° C. A solution of 2,6-difluoro-4-methoxybenzeneacetonitrile (i.e. the product of Step A) (8.0 g, 44 mmol) in ethyl acetate (10.4 mL) was added dropwise. The reaction mixture was heated at 50° C. for 4 h and then allowed to cool to ambient temperature. The reaction mixture was poured into water (100 mL) and extracted with ethyl acetate (25 mL). The aqueous phase was acidified wit... Reactants: CC1S[C@H]2N(C(=C1)C(=O)OCC(Cl)(Cl)Cl)C(C2NC(C(C=2N=C(SC2)N)=NOC)=O)=O (2,2,2-trichloroethyl 2-methyl-7-[2-methoxyimino-2-(2-aminothiazol-4-yl)acetamido]-3-cephem-4-carboxylate), CC1S[C@H]2N(C(=C1)C(=O)OCC(Cl)(Cl)Cl)C(C2NC(C(C=2NC(SC2)=N)=NOC)=O)=O (2,2,2-trichloroethyl 2-methyl-7-[2-methoxyimino-2-(2-imino-2,3-dihydrothiazol-4-yl)acetamido]-3-cephem-4-carboxylate), C(C)(=O)O (acetic acid). The reagents and catalysts are [Zn] (zinc), [Zn] (zinc). Run in O1CCCC1 (tetrahydrofuran). The product is CC1S[C@H]2N(C(=C1)C(=O)O)C(C2NC(C(C=2N=C(SC2)N)=NOC)=O)=O (2-methyl-7-[2-methoxyimino-2-(2-aminothiazol-4-yl)acetamido]-3-cephem-4-carboxylic acid). RXN SMILES: [CH3:1][CH:2]1[CH:7]=[C:6]([C:8]([O:10]CC(Cl)(Cl)Cl)=[O:9])[N:5]2[C:16](=[O:31])[CH:17]([NH:18][C:19](=[O:30])[C:20](=[N:27][O:28][CH3:29])[C:21]3[N:22]=[C:23]([NH2:26])[S:24][CH:25]=3)[C@H:4]2[S:3]1.C(O)(=O)C>O1CCCC1.[Zn]>[CH3:1][CH:2]1[CH:7]=[C:6]([C:8]([OH:10])=[O:9])[N:5]2[C:16](=[O:31])[CH:17]([NH:18][C:19](=[O:30])[C:20](=[N:27][O:28][CH3:29])[C:21]3[N:22]=[C:23]([NH2:26])[S:24][CH:25]=3)[C@H:4]2[S:3]1. Reported procedure: To a solution of 2,2,2-trichloroethyl 2-methyl-7-[2-methoxyimino-2-(2-aminothiazol-4-yl)acetamido]-3-cephem-4-carboxylate (syn isomer), which can be represented as 2,2,2-trichloroethyl 2-methyl-7-[2-methoxyimino-2-(2-imino-2,3-dihydrothiazol-4-yl)acetamido]-3-cephem-4-carboxylate (syn isomer), (0.1 g.) in tetrahydrofuran (2 ml.) and glacial acetic acid (0.25 ml.) was added zinc powder (0.1 g.) all at once with stirring at keeping the temperature below 25° C. in an ice-bath and then the mixture w... The reactants are di-isopropylazodicar-boxylate, ClCC[C@H](O)C1=CC=CC=C1 ((S)-(−)-3-chloro-1-phenyl-1-propanol), C(C)(=O)OC1=CC(=C(C=C1)O)C (4-acetoxy-2-methylphenol), C1(=CC=CC=C1)P(C1=CC=CC=C1)C1=CC=CC=C1 (triphenylphosphine). The solvent is O1CCCC1 (tetrahydrofuran), O1CCCC1 (tetrahydrofuran). Conditions: temperature 2.5 celsius, time 1 hour. The product is ClCC[C@@H](OC1=C(C=C(C=C1)OC(C)=O)C)C1=CC=CC=C1 ((R)-3-chloro-1-phenyl-1-(2-methyl-4-acetoxyphenoxy)propane). Yield: 53.6%. Reaction SMILES: [Cl:1][CH2:2][CH2:3][C@@H:4]([C:6]1[CH:11]=[CH:10][CH:9]=[CH:8][CH:7]=1)[OH:5].[C:12]([O:15][C:16]1[CH:21]=[CH:20][C:19](O)=[C:18]([CH3:23])[CH:17]=1)(=[O:14])[CH3:13].C1(P(C2C=CC=CC=2)C2C=CC=CC=2)C=CC=CC=1>O1CCCC1>[Cl:1][CH2:2][CH2:3][C@H:4]([C:6]1[CH:11]=[CH:10][CH:9]=[CH:8][CH:7]=1)[O:5][C:19]1[CH:20]=[CH:21][C:16]([O:15][C:12](=[O:14])[CH3:13])=[CH:17][C:18]=1[CH3:23]. Reported procedure: A solution of (S)-(−)-3-chloro-1-phenyl-1-propanol (0.204 gm, 1.20 mMol), 4-acetoxy-2-methylphenol (0.200 gm, 1.20 mMol) and triphenylphosphine (0.346 g, 1.32 mMol) in 10 mL tetrahydrofuran was cooled to 0-5° C. under argon. This mixture was treated dropwise with di-isopropylazodicar-boxylate (0.26 mL, 1.32 mMol) in tetrahydrofuran (2 mL). The resulting mixture was stirred for 1 hour at 0-5° C. and was then allowed to warm to room temperature. After stirring at room temperature over night the re... Reactants: C(C1=CC=CC=C1)C(C(=O)OC)CO[Si](C)(C)C(C)(C)C (methyl 2-benzyl-3-(t-butyldimethylsilyloxy)propionate), [OH-].[K+] (potassium hydroxide). Run in CO (methanol), O (water). Run at temperature 0 celsius. Yields the product C(C1=CC=CC=C1)C(C(=O)O)CO[Si](C)(C)C(C)(C)C (2-benzyl-3-(t-butyldimethylsilyloxy)propionic acid). Isolated yield 67.9%. RXN SMILES: [CH2:1]([CH:8]([CH2:13][O:14][Si:15]([C:18]([CH3:21])([CH3:20])[CH3:19])([CH3:17])[CH3:16])[C:9]([O:11]C)=[O:10])[C:2]1[CH:7]=[CH:6][CH:5]=[CH:4][CH:3]=1.[OH-].[K+]>CO.O>[CH2:1]([CH:8]([CH2:13][O:14][Si:15]([C:18]([CH3:21])([CH3:20])[CH3:19])([CH3:16])[CH3:17])[C:9]([OH:11])=[O:10])[C:2]1[CH:7]=[CH:6][CH:5]=[CH:4][CH:3]=1 |f:1.2|. Reported procedure: The methyl 2-benzyl-3-(t-butyldimethylsilyloxy)propionate (3.3 g) was dissolved in 100 ml of methanol, cooled to 0° C. and treated with 50 ml of 30% potassium hydroxide with vigorous stirring. The reaction was then allowed to warm to room temperature over five hours. The reaction was diluted with 200 ml of water, rinsed with diethyl ether, and the aqueous solution was cooled to 0° C. Dichloromethane (100 ml) was added, followed by the slow addition of 260 ml of 1M hydrochloric acid, with stirrin...